Dataset: the Open Reaction Database (ORD), a public repository of structured organic reaction records. Task: describe an organic reaction: reactants, conditions, products, and yield Starting materials: O=S(=O)(Cl)c1c(Cl)cccc1Cl, CC(C)CCn1c(=O)c(C2=NS(=O)(=O)c3cc(N)ccc3N2)c(O)c2cccnc21, c1ccncc1. Yields the product CC(C)CCn1c(=O)c(C2=NS(=O)(=O)c3cc(NS(=O)(=O)c4c(Cl)cccc4Cl)ccc3N2)c(O)c2cccnc21. RXN SMILES: [Cl:31][c:32]1[c:33]([S:39](=[O:40])(=[O:41])[Cl:42])[c:34]([Cl:38])[cH:35][cH:36][cH:37]1.[NH2:1][c:2]1[cH:3][c:4]2[c:5]([cH:29][cH:30]1)[NH:6][C:7]([c:12]1[c:13](=[O:28])[n:14]([CH2:23][CH2:24][CH:25]([CH3:26])[CH3:27])[c:15]3[n:16][cH:17][cH:18][cH:19][c:20]3[c:21]1[OH:22])=[N:8][S:9]2(=[O:10])=[O:11].[cH:43]1[cH:44][cH:45][n:46][cH:47][cH:48]1>>[NH:1]([c:2]1[cH:3][c:4]2[c:5]([cH:29][cH:30]1)[NH:6][C:7]([c:12]1[c:13](=[O:28])[n:14]([CH2:23][CH2:24][CH:25]([CH3:26])[CH3:27])[c:15]3[n:16][cH:17][cH:18][cH:19][c:20]3[c:21]1[OH:22])=[N:8][S:9]2(=[O:10])=[O:11])[S:39]([c:33]1[c:32]([Cl:31])[cH:37][cH:36][cH:35][c:34]1[Cl:38])(=[O:40])=[O:41]. Reactants: ClCCCBr, O=C([O-])[O-], CN(C)C=O, [K+], [K+], O, COc1ccc(Oc2ccnc3cc(O)c(OC)cc23)c(C(C)=O)c1. The product is COc1ccc(Oc2ccnc3cc(OCCCCl)c(OC)cc23)c(C(C)=O)c1. RXN SMILES: [Br:26][CH2:27][CH2:28][CH2:29][Cl:30].[C:31](=[O:32])([O-:33])[O-:34].[CH3:38][N:39]([CH3:40])[CH:41]=[O:42].[K+:35].[K+:36].[OH2:37].[OH:1][c:2]1[c:3]([O:24][CH3:25])[cH:4][c:5]2[c:6]([O:12][c:13]3[c:14]([C:21]([CH3:22])=[O:23])[cH:15][c:16]([O:19][CH3:20])[cH:17][cH:18]3)[cH:7][cH:8][n:9][c:10]2[cH:11]1>>[O:1]([c:2]1[c:3]([O:24][CH3:25])[cH:4][c:5]2[c:6]([O:12][c:13]3[c:14]([C:21]([CH3:22])=[O:23])[cH:15][c:16]([O:19][CH3:20])[cH:17][cH:18]3)[cH:7][cH:8][n:9][c:10]2[cH:11]1)[CH2:27][CH2:28][CH2:29][Cl:30]. The reactants are IC[C@@H]1CC[C@H](CC1)C=1N=NN2C=NC3=C(C21)C=CN3 (1-[trans-4-(Iodomethyl)cyclohexyl]-7H-pyrrolo[3,2-e][1,2,3]triazolo[1,5-c]pyrimidine), FC(F)(F)S(=O)[O-].[Na+] (sodium trifluoromethylsulfinate), O (water). The solvent is CN(C=O)C (N,N-dimethylformamide). Product: FC(S(=O)(=O)C[C@@H]1CC[C@H](CC1)C=1N=NN2C=NC3=C(C21)C=CN3)(F)F (1-(trans-4-{[(Trifluoromethyl)sulfonyl]methyl}cyclohexyl)-7H-pyrrolo[3,2-e][1,2,3]triazolo[1,5-c]pyrimidine). Yield: 12.4%. As a reaction SMILES: I[CH2:2][C@H:3]1[CH2:8][CH2:7][C@H:6]([C:9]2[N:10]=[N:11][N:12]3[C:17]=2[C:16]2[CH:18]=[CH:19][NH:20][C:15]=2[N:14]=[CH:13]3)[CH2:5][CH2:4]1.[F:21][C:22]([S:25]([O-:27])=[O:26])([F:24])[F:23].[Na+].O>CN(C)C=O>[F:21][C:22]([F:24])([F:23])[S:25]([CH2:2][C@H:3]1[CH2:8][CH2:7][C@H:6]([C:9]2[N:10]=[N:11][N:12]3[C:17]=2[C:16]2[CH:18]=[CH:19][NH:20][C:15]=2[N:14]=[CH:13]3)[CH2:5][CH2:4]1)(=[O:27])=[O:26] |f:1.2|. Reported procedure: 1-[trans-4-(Iodomethyl)cyclohexyl]-7H-pyrrolo[3,2-e][1,2,3]triazolo[1,5-c]pyrimidine (50.0 mg, 0.131 mmol) and sodium trifluoromethylsulfinate (205 mg, 1.31 mmol) in N,N-dimethylformamide (3 mL) were stirred at 100° C. for 26 hours. After addition of water, the reaction mixture was extracted with ethyl acetate. The organic layer washed with saturated aqueous sodium hydrogen carbonate, saturated aqueous ammonium chloride and saturated aqueous sodium chloride, dried over anhydrous sodium sulfate a... Reactants: C(C)C1=C(C=CC=2NC=NC21)C#N (4-ethyl-1H-benzo[d]imidazole-5-carbonitrile), O1CCCCC1 (tetrahydro-2H-pyran), C1(=CC=C(C=C1)S(=O)(=O)[O-])C.[NH+]1=CC=CC=C1 (pyridinium-p-toluenesulfonate). Solvent: C1(=CC=CC=C1)C (toluene). Yields the product C(C)C1=C(C=CC=2N(C=NC21)C2OCCCC2)C#N (4-ethyl-1-(tetrahydro-2H-pyran-2-yl)-1H-benzo[d]imidazole-5-carbonitrile). The yield is 68.5%. As a reaction SMILES: [CH2:1]([C:3]1[C:11]2[N:10]=[CH:9][NH:8][C:7]=2[CH:6]=[CH:5][C:4]=1[C:12]#[N:13])[CH3:2].[O:14]1[CH2:19][CH2:18][CH2:17][CH2:16][CH2:15]1.C1(C)C=CC(S([O-])(=O)=O)=CC=1.[NH+]1C=CC=CC=1>C1(C)C=CC=CC=1>[CH2:1]([C:3]1[C:11]2[N:10]=[CH:9][N:8]([CH:15]3[CH2:16][CH2:17][CH2:18][CH2:19][O:14]3)[C:7]=2[CH:6]=[CH:5][C:4]=1[C:12]#[N:13])[CH3:2] |f:2.3|. Reported procedure: To a solution of 4-ethyl-1H-benzo[d]imidazole-5-carbonitrile (6.8 g, 0.04 mol) in dry toluene (70 mL) was added tetrahydro-2H-pyran (10.53 g, 0.12 mol, 3 equiv.) and pyridinium-p-toluenesulfonate (4 g, 0.02 mol, 0.5 equiv.) and the reaction mixture was heated at reflux for 16 h. The reaction mixture was concentrated, quenched with water and extracted with EtOAc. The combined organic layers were washed with brine and then dried (Na2SO4), filtered, and concentrated. The crude product was purified ... The reactants are C1CCOC1, COC(=O)c1ccc(NC(=O)c2cc(NC(=O)c3ccccc3C)cc(NC(=O)c3ccccc3C)c2)nc1, [Li+], [OH-], O. Product: Cc1ccccc1C(=O)Nc1cc(NC(=O)c2ccccc2C)cc(C(=O)Nc2ccc(C(=O)O)cn2)c1. RXN SMILES: [CH2:43]1[O:44][CH2:45][CH2:46][CH2:47]1.[CH3:1][c:2]1[c:3]([C:4](=[O:5])[NH:6][c:7]2[cH:8][c:9]([C:10](=[O:11])[NH:12][c:13]3[cH:14][cH:15][c:16]([C:19](=[O:20])[O:21][CH3:22])[cH:17][n:18]3)[cH:23][c:24]([NH:26][C:27]([c:28]3[c:29]([CH3:34])[cH:30][cH:31][cH:32][cH:33]3)=[O:35])[cH:25]2)[cH:36][cH:37][cH:38][cH:39]1.[Li+:40].[OH-:41].[OH2:42]>>[CH3:1][c:2]1[c:3]([C:4](=[O:5])[NH:6][c:7]2[cH:8][c:9]([C:10](=[O:11])[NH:12][c:13]3[cH:14][cH:15][c:16]([C:19](=[O:20])[OH:21])[cH:17][n:18]3)[cH:23][c:24]([NH:26][C:27]([c:28]3[c:29]([CH3:34])[cH:30][cH:31][cH:32][cH:33]3)=[O:35])[cH:25]2)[cH:36][cH:37][cH:38][cH:39]1. Procedure: A solution of methyl 2-((6-(1-methyl-1H-pyrazol-4-ylamino)-1H-pyrazolo[3,4-d]pyrimidin-1-yl)methyl)benzoate (15 mg, 0.04 mmol) and sodium hydroxide (1 mL, 4M aqueous solution) in THF (3 mL) was stirred at rt for 2 h. The mixture was then acidified with HCl (2M) and extracted into EtOAc. The organic phase was collected, dried (MgSO4) and concentrated in vacuo to give the title product. 1H NMR (d6-DMSO) δ 9.86 (s, 1H), 8.94 (s, 1H), 8.11 (s, 1H), 7.93 (d, 1H), 7.89 (s, 1H), 7.47 (s, 1H), 7.36-7.41... Reactants: CN1N=CC(=C1)NC1=NC=C2C(=N1)N(N=C2)CC2=C(C(=O)OC)C=CC=C2 (methyl 2-((6-(1-methyl-1H-pyrazol-4-ylamino)-1H-pyrazolo[3,4-d]pyrimidin-1-yl)methyl)benzoate), [OH-].[Na+] (sodium hydroxide), Cl (HCl). Solvent: C1CCOC1 (THF). Yields the product CN1N=CC(=C1)NC1=NC=C2C(=N1)N(N=C2)CC2=C(C(=O)O)C=CC=C2 (2-((6-(1-Methyl-1H-pyrazol-4-ylamino)-1H-pyrazolo[3,4-d]pyrimidin-1-yl)methyl)benzoic acid). RXN SMILES: [CH3:1][N:2]1[CH:6]=[C:5]([NH:7][C:8]2[N:13]=[C:12]3[N:14]([CH2:17][C:18]4[CH:27]=[CH:26][CH:25]=[CH:24][C:19]=4[C:20]([O:22]C)=[O:21])[N:15]=[CH:16][C:11]3=[CH:10][N:9]=2)[CH:4]=[N:3]1.[OH-].[Na+].Cl>C1COCC1>[CH3:1][N:2]1[CH:6]=[C:5]([NH:7][C:8]2[N:13]=[C:12]3[N:14]([CH2:17][C:18]4[CH:27]=[CH:26][CH:25]=[CH:24][C:19]=4[C:20]([OH:22])=[O:21])[N:15]=[CH:16][C:11]3=[CH:10][N:9]=2)[CH:4]=[N:3]1 |f:1.2|. Reactants: OC1CNC(NC1)=S (tetrahydro-5-hydroxy-2(1H)-pyrimidinethione), C(C)Br (ethyl bromide), C(C)O (ethanol). The solvent is CCOCC (ether). Run at temperature -10 celsius. Yields the product Br.C(C)SC=1NCC(CN1)O (2-(ethylthio)-1,4,5,6-tetrahydro-5-pyrimidinol, hydrobromide). RXN SMILES: [OH:1][CH:2]1[CH2:7][NH:6][C:5](=[S:8])[NH:4][CH2:3]1.[CH2:9]([Br:11])[CH3:10].C(O)C>CCOCC>[BrH:11].[CH2:9]([S:8][C:5]1[NH:4][CH2:3][CH:2]([OH:1])[CH2:7][N:6]=1)[CH3:10] |f:4.5|. Procedure details: A mixture of 26.4 g of tetrahydro-5-hydroxy-2(1H)-pyrimidinethione, 30 ml of ethyl bromide and 250 ml of ethanol was refluxed for 7 hours, clarified, diluted with 250 ml of ether and cooled to -10° C. The solid was crystallized twice from ether, giving 19.5 g of 2-(ethylthio)-1,4,5,6-tetrahydro-5-pyrimidinol, hydrobromide, mp 106°-108° C. Starting materials: CC1=C2C=3CCCCC3C(C2=C(C(=C1)C)OC)CC=O (5,7-dimethyl-8-methoxy-9-formylmethyl-1,2,3,4-tetrahydro-9H-fluorene), Cl.NO (hydroxylamine hydrochloride). The solvent is C(Cl)(Cl)Cl (chloroform), C(C)O.C(Cl)(Cl)Cl (ethanol chloroform), C(C)O.C(Cl)(Cl)Cl (ethanol chloroform). Product: CC1=C2C=3CCCCC3C(C2=C(C(=C1)C)OC)C=NO (5,7-dimethyl-8-methoxy-9-hydroxyiminomethyl-1,2,3,4-tetrahydro-9H-fluorene). RXN SMILES: Cl.[NH2:2][OH:3].[CH3:4][C:5]1[CH:17]=[C:16]([CH3:18])[C:15]([O:19][CH3:20])=[C:14]2[C:6]=1[C:7]1[CH2:8][CH2:9][CH2:10][CH2:11][C:12]=1[CH:13]2[CH2:21]C=O>C(O)C.C(Cl)(Cl)Cl.C(Cl)(Cl)Cl>[CH3:4][C:5]1[CH:17]=[C:16]([CH3:18])[C:15]([O:19][CH3:20])=[C:14]2[C:6]=1[C:7]1[CH2:8][CH2:9][CH2:10][CH2:11][C:12]=1[CH:13]2[CH:21]=[N:2][OH:3] |f:0.1,3.4|. Procedure details: 500 Milligrams of hydroxylamine hydrochloride was added to an ethanol-chloroform (5:1) solution containing 910 mg of 5,7-dimethyl-8-methoxy-9-formylmethyl-1,2,3,4-tetrahydro-9H-fluorene in 18 ml of ethanol-chloroform and the mixture was refluxed with heating for 2 hours. The reaction mixture was diluted with chloroform and then washed with saturated aqueous sodium chloride solution and subsequently the solvent was distilled off. The residue was purified by a silica gel column chromatography (elu... Reactants: C(C)(C)NC(C)C (diisopropylamine), C(CCl)Cl (EDC), C(C)(C)(C)OC(=O)N1CCC2=C(CC1)C(=C(C=C2)Cl)NCC2=CC(=C(C=C2)C(=O)O)F (3-tert-butoxycarbonyl-6-(4-carboxy-3-fluoro-benzylamino)-7-chloro-2,3,4,5-tetrahydro-1H-benzo[d]azepine), C(CC)N (n-propylamine), C=1C=CC2=C(C1)N=NN2O (HOBT). Run in C1CCOC1 (THF), C1CCOC1 (THF), C1CCOC1 (THF). Reaction conditions: time 8 hour. The product is C(C)(C)(C)OC(=O)N1CCC2=C(CC1)C(=C(C=C2)Cl)NCC2=CC(=C(C=C2)C(NCCC)=O)F (3-tert-butoxycarbonyl-7-chloro-6-(3-fluoro-4-propylcarbamoyl-benzylamino)-2,3,4,5-tetrahydro-1H-benzo[d]azepine). Yield: 68.8%. As a reaction SMILES: [CH2:1]([NH2:4])[CH2:2][CH3:3].C1C=CC2N(O)N=NC=2C=1.C(NC(C)C)(C)C.C(Cl)CCl.[C:26]([O:30][C:31]([N:33]1[CH2:39][CH2:38][C:37]2[C:40]([NH:45][CH2:46][C:47]3[CH:52]=[CH:51][C:50]([C:53](O)=[O:54])=[C:49]([F:56])[CH:48]=3)=[C:41]([Cl:44])[CH:42]=[CH:43][C:36]=2[CH2:35][CH2:34]1)=[O:32])([CH3:29])([CH3:28])[CH3:27]>C1COCC1>[C:26]([O:30][C:31]([N:33]1[CH2:39][CH2:38][C:37]2[C:40]([NH:45][CH2:46][C:47]3[CH:52]=[CH:51][C:50]([C:53](=[O:54])[NH:4][CH2:1][CH2:2][CH3:3])=[C:49]([F:56])[CH:48]=3)=[C:41]([Cl:44])[CH:42]=[CH:43][C:36]=2[CH2:35][CH2:34]1)=[O:32])([CH3:28])([CH3:27])[CH3:29]. Procedure details: Add a solution of n-propylamine (6.3 mg, 0.11 mmol) in anhydrous THF (0.5 mL), HOBT (14.5 mg, 0.11 mmol), a solution of diisopropylamine (27.7 mg, 0.21 mmol) in anhydrous THF (0.5 mL) and EDC (20.5 mg, 6.11 mmol) to a mixture of 3-tert-butoxycarbonyl-6-(4-carboxy-3-fluoro-benzylamino)-7-chloro-2,3,4,5-tetrahydro-1H-benzo[d]azepine (48.1 mg, 0.11 mmol) in anhydrous THF (1.4 mL) at room temperature. Stir overnight at room temperature and partition the mixture between EtOAc (50 mL) and saturated aq...